This data is from the Open Reaction Database (ORD), a public repository of structured organic reaction records. The task is: describe an organic reaction: reactants, conditions, products, and yield Reactants: C(C)N(CC)S(F)(F)F (Diethylaminosulfur trifluoride), OC1C(NC2=C(C(=N1)C1=CC=CC=C1)C=C(C=C2)Cl)=O (3-hydroxy-1,3-dihydro-7-chloro-5-phenyl-2H-1,4-benzodiazepin-2-one), C(=O)=O.CC(=O)C (dry-ice acetone). The solvent is C(Cl)Cl (methylene chloride). Product: FC1C(NC2=C(C(=N1)C1=CC=CC=C1)C=C(C=C2)Cl)=O (3-Fluoro-1,3-dihydro-7-chloro-5-phenyl-2H-1,4-benzodiazepin-2-one). As a reaction SMILES: O[CH:2]1[N:8]=[C:7]([C:9]2[CH:14]=[CH:13][CH:12]=[CH:11][CH:10]=2)[C:6]2[CH:15]=[C:16]([Cl:19])[CH:17]=[CH:18][C:5]=2[NH:4][C:3]1=[O:20].C(N(S(F)(F)[F:27])CC)C.C(=O)=O.CC(C)=O>C(Cl)Cl>[F:27][CH:2]1[N:8]=[C:7]([C:9]2[CH:14]=[CH:13][CH:12]=[CH:11][CH:10]=2)[C:6]2[CH:15]=[C:16]([Cl:19])[CH:17]=[CH:18][C:5]=2[NH:4][C:3]1=[O:20] |f:2.3|. Procedure: A well stirred suspension of 10 g (0.03 mol) of 3-hydroxy-1,3-dihydro-7-chloro-5-phenyl-2H-1,4-benzodiazepin-2-one and 500 ml of methylene chloride was cooled to -70°. Diethylaminosulfur trifluoride (25 ml, 0.2 mol) was then added dropwise with exclusion of moisture and air. On completion of the addition the dry-ice acetone bath was removed, the contents of the flask were allowed to warm up in about 25 minutes to -10° and the reaction then immediately quenched by pouring into a beaker containing... The reactants are O=C([O-])O, CC1(C)CCCC(C)(C)N1O, Cc1ccccc1, COc1cc(Cl)ccc1CO, I, [Na+], O. Product: COc1cc(Cl)ccc1C=O. Reaction SMILES: [C:12](=[O:13])([OH:14])[O-:15].[CH3:18][C:19]1([CH3:28])[N:20]([O:21])[C:22]([CH3:23])([CH3:24])[CH2:25][CH2:26][CH2:27]1.[CH3:29][c:30]1[cH:31][cH:32][cH:33][cH:34][cH:35]1.[Cl:1][c:2]1[cH:3][c:4]([O:10][CH3:11])[c:5]([CH2:6][OH:7])[cH:8][cH:9]1.[I:17].[Na+:16].[OH2:36]>>[Cl:1][c:2]1[cH:3][c:4]([O:10][CH3:11])[c:5]([CH:6]=[O:7])[cH:8][cH:9]1.